The task is: describe an organic reaction: reactants, conditions, products, and yield. This data is from the Open Reaction Database (ORD), a public repository of structured organic reaction records. Reactants: ( 4 ), CC1(OC(C(C(O1)=O)C(CCCC1(OCCO1)C1=CC=CC=C1)=O)=O)C (2,2-dimethyl-5-(4-(2-phenyl-1,3-dioxolan-2-yl)butanoyl)-1,3-dioxane-4,6-dione), NC1=CC=CC=C1 (aniline). The solvent is C=1(C(=CC=CC1)C)C (xylene). Reaction conditions: temperature 140 celsius, time 2 hour. Yields the product O=C(CC(=O)NC1=CC=CC=C1)CCCC1(OCCO1)C1=CC=CC=C1 (3-oxo-N-phenyl-6-(2-phenyl-1,3-dioxolan-2-yl)hexanamide). Isolated yield 76.9%. RXN SMILES: CC1(C)O[C:6](=[O:8])[CH:5]([C:9](=[O:24])[CH2:10][CH2:11][CH2:12][C:13]2([C:18]3[CH:23]=[CH:22][CH:21]=[CH:20][CH:19]=3)[O:17][CH2:16][CH2:15][O:14]2)C(=O)O1.[NH2:27][C:28]1[CH:33]=[CH:32][CH:31]=[CH:30][CH:29]=1>C1(C)C(C)=CC=CC=1>[O:24]=[C:9]([CH2:10][CH2:11][CH2:12][C:13]1([C:18]2[CH:19]=[CH:20][CH:21]=[CH:22][CH:23]=2)[O:14][CH2:15][CH2:16][O:17]1)[CH2:5][C:6]([NH:27][C:28]1[CH:33]=[CH:32][CH:31]=[CH:30][CH:29]=1)=[O:8]. Reported procedure: Step AAH (4): To a solution of 2,2-dimethyl-5-(4-(2-phenyl-1,3-dioxolan-2-yl)butanoyl)-1,3-dioxane-4,6-dione (4.0 g, 11.04 mmol) in xylene (30 mL) was added aniline (1.21 mL, 13.3 mmol). The r×n was stirred at 140° C. for 2 h. The crude reaction contents were directly loaded onto silica gel and purified by silica gel column chromatography (60% EtOAc/hexanes) to afford 3-oxo-N-phenyl-6-(2-phenyl-1,3-dioxolan-2-yl)hexanamide (3.0 g, 77% yield). 1H NMR (500 MHz, chloroform-d) δ ppm 9.16 (br. s., 1 ... Starting materials: COC=1C=C(C=O)C=CC1OC (3,4-dimethoxybenzaldehyde), C(CCC)[Li] (n-butyl lithium), C1(=CC=CC=C1)S(=O)(=O)N1C=C(C2=CC=CC=C12)C(OC)OC (1-phenylsulfonyl-3-dimethoxymethylindole), CN(CCN(C)C)C (N,N,N',N'-tetramethylethylenediamine). The solvent is O1CCCC1 (tetrahydrofuran), O (water), CCCCCC (hexane), O1CCCC1 (tetrahydrofuran). Product: C1(=CC=CC=C1)S(=O)(=O)N1C(=C(C2=CC=CC=C12)C(OC)OC)C(C1=CC(=C(C=C1)OC)OC)O (1-phenylsulfonyl-2-(α-hydroxy-3,4-dimethoxybenzyl)-3-dimethoxymethylindole). Yield: 61.0%. As a reaction SMILES: C([Li])CCC.[C:6]1([S:12]([N:15]2[C:23]3[C:18](=[CH:19][CH:20]=[CH:21][CH:22]=3)[C:17]([CH:24]([O:27][CH3:28])[O:25][CH3:26])=[CH:16]2)(=[O:14])=[O:13])[CH:11]=[CH:10][CH:9]=[CH:8][CH:7]=1.CN(C)CCN(C)C.[CH3:37][O:38][C:39]1[CH:40]=[C:41]([CH:44]=[CH:45][C:46]=1[O:47][CH3:48])[CH:42]=[O:43]>CCCCCC.O1CCCC1.O>[C:6]1([S:12]([N:15]2[C:23]3[C:18](=[CH:19][CH:20]=[CH:21][CH:22]=3)[C:17]([CH:24]([O:25][CH3:26])[O:27][CH3:28])=[C:16]2[CH:42]([OH:43])[C:41]2[CH:44]=[CH:45][C:46]([O:47][CH3:48])=[C:39]([O:38][CH3:37])[CH:40]=2)(=[O:13])=[O:14])[CH:7]=[CH:8][CH:9]=[CH:10][CH:11]=1. Procedure: 40 ml of 1.55M n-butyl lithium in hexane are added under stirring with cooling to a tetrahydrofuran solution of 19 g of 1-phenylsulfonyl-3-dimethoxymethylindole and 6.5 g of N,N,N',N'-tetramethylethylenediamine. The mixture is stirred at room temperature, and then a solution of 9.3 g of 3,4-dimethoxybenzaldehyde in tetrahydrofuran is added thereto under cooling. The mixture is further stirred at room temperature, poured into water, and then extracted with ethyl acetate. The extract is dried and ... The product is C(#N)C=1C=C(CN2CCN(CC2)C(=O)OC(C)(C)C)C=CC1F (tert-butyl 4-(3-cyano-4-fluorobenzyl)piperazine-1-carboxylate). Procedure: 2-Fluoro-5-formylbenzonitrile (25 g, 167.6 mmol, 1.0 equiv.) was dissolved in CH2Cl2 (450 mL) at RT. To this solution was added tert-butyl piperazine-1-carboxylate (31.2 g, 167.6 mmol, 1 equiv.) followed by the portion-wise addition of sodium triacetoxyborohydride (49.7 g, 234.6 mmol, 1.4 equiv.). The reaction vessel was placed under an atmosphere of nitrogen and allowed to stir at room temperature for 1 hour. Saturated NaHCO3 was added and the resultant mixture stirred for 10 minutes. The mixtu... As a reaction SMILES: [F:1][C:2]1[CH:9]=[CH:8][C:7]([CH:10]=O)=[CH:6][C:3]=1[C:4]#[N:5].[N:12]1([C:18]([O:20][C:21]([CH3:24])([CH3:23])[CH3:22])=[O:19])[CH2:17][CH2:16][NH:15][CH2:14][CH2:13]1.C(O[BH-](OC(=O)C)OC(=O)C)(=O)C.[Na+].C([O-])(O)=O.[Na+]>C(Cl)Cl>[C:4]([C:3]1[CH:6]=[C:7]([CH:8]=[CH:9][C:2]=1[F:1])[CH2:10][N:15]1[CH2:14][CH2:13][N:12]([C:18]([O:20][C:21]([CH3:24])([CH3:23])[CH3:22])=[O:19])[CH2:17][CH2:16]1)#[N:5] |f:2.3,4.5|. Solvent: C(Cl)Cl (CH2Cl2). The yield is 19.1%. The reactants are C(=O)(O)[O-].[Na+] (NaHCO3), FC1=C(C#N)C=C(C=C1)C=O (2-Fluoro-5-formylbenzonitrile), N1(CCNCC1)C(=O)OC(C)(C)C (tert-butyl piperazine-1-carboxylate), C(C)(=O)O[BH-](OC(C)=O)OC(C)=O.[Na+] (sodium triacetoxyborohydride), resultant mixture. Reaction conditions: time 1 hour.